describe an organic reaction: reactants, conditions, products, and yield From a dataset of the Open Reaction Database (ORD), a public repository of structured organic reaction records. Procedure details: The procedure described in Example 2 was repeated by use of 3-[6-(4-t-butylphenylsulfonylamino)-5-(2-methoxyphenoxy)-2-(4-methylhomopiperazinyl)-4-pyrimidinyloxy]propionic acid and 2-isopropylaniline, to thereby obtain the title compound as a pale yellow oil. Starting materials: C(C)(C)(C)C1=CC=C(C=C1)S(=O)(=O)NC1=C(C(=NC(=N1)N1CCN(CCC1)C)OCCC(=O)O)OC1=C(C=CC=C1)OC (3-[6-(4-t-butylphenylsulfonylamino)-5-(2-methoxyphenoxy)-2-(4-methylhomopiperazinyl)-4-pyrimidinyloxy]propionic acid), C(C)(C)C1=C(N)C=CC=C1 (2-isopropylaniline). As a reaction SMILES: [C:1]([C:5]1[CH:10]=[CH:9][C:8]([S:11]([NH:14][C:15]2[N:20]=[C:19]([N:21]3[CH2:27][CH2:26][CH2:25][N:24]([CH3:28])[CH2:23][CH2:22]3)[N:18]=[C:17]([O:29][CH2:30][CH2:31][C:32](O)=[O:33])[C:16]=2[O:35][C:36]2[CH:41]=[CH:40][CH:39]=[CH:38][C:37]=2[O:42][CH3:43])(=[O:13])=[O:12])=[CH:7][CH:6]=1)([CH3:4])([CH3:3])[CH3:2].[CH:44]([C:47]1[CH:53]=[CH:52][CH:51]=[CH:50][C:48]=1[NH2:49])([CH3:46])[CH3:45]>>[CH:44]([C:47]1[CH:53]=[CH:52][CH:51]=[CH:50][C:48]=1[NH:49][C:32](=[O:33])[CH2:31][CH2:30][O:29][C:17]1[C:16]([O:35][C:36]2[CH:41]=[CH:40][CH:39]=[CH:38][C:37]=2[O:42][CH3:43])=[C:15]([NH:14][S:11]([C:8]2[CH:9]=[CH:10][C:5]([C:1]([CH3:2])([CH3:3])[CH3:4])=[CH:6][CH:7]=2)(=[O:13])=[O:12])[N:20]=[C:19]([N:21]2[CH2:27][CH2:26][CH2:25][N:24]([CH3:28])[CH2:23][CH2:22]2)[N:18]=1)([CH3:46])[CH3:45]. The product is C(C)(C)C1=C(C=CC=C1)NC(CCOC1=NC(=NC(=C1OC1=C(C=CC=C1)OC)NS(=O)(=O)C1=CC=C(C=C1)C(C)(C)C)N1CCN(CCC1)C)=O (N-(2-isopropylphenyl)-3-[6-(4-t-butylphenylsulfonylamino)-5-(2-methoxyphenoxy)-2-(4-methylhomopiperazinyl)-4-pyrimidinyloxy]propionamide). Starting materials: O=C([C@@H](O)[C@@H](O)[C@H](O)[C@H](O)C(=O)O)O (D-mannaric acid), O=C([C@@H](O)[C@@H](O)[C@H](O)[C@H](O)C(=O)O)O (D-mannaric acid), lactone, [Na][Na] (disodium), [OH-].[Na+] (sodium hydroxide). Product: [Na+].[Na+].O=C([C@@H](O)[C@@H](O)[C@H](O)[C@H](O)C(=O)[O-])[O-] (mannaric acid disodium salt). Reaction SMILES: [O:1]=[C:2]([OH:14])[C@H:3]([C@H:5]([C@@H:7]([C@@H:9]([C:11]([OH:13])=[O:12])[OH:10])[OH:8])[OH:6])[OH:4].[Na:15][Na].[OH-].[Na+]>>[Na+:15].[Na+:15].[O:1]=[C:2]([O-:14])[C@H:3]([C@H:5]([C@@H:7]([C@@H:9]([C:11]([O-:13])=[O:12])[OH:10])[OH:8])[OH:6])[OH:4] |f:2.3,4.5.6|. Procedure: Isolation of D-mannaric acid as its disodium salt. Prior to titration with sodium hydroxide the solution was stirred at 60° C. for approximately 45 min to promote equilibration between D-mannaric acid acid and lactone species. The isolation procedure was then followed as in Example 1 to give crude mannaric acid disodium salt: 144.4 grams (92% based on pure disodium D-mannarate). Starting materials: [BH4-], CC(c1ccccc1)N1CCc2c(sc(N)c2C(=O)OC(C)(C)C)C1CN, O=C([O-])O, CC(=O)Cl, CCO, O=Cc1ccccc1, CCN(C(C)C)C(C)C, ClCCl, [Na+], [Na+]. The product is CC(=O)N(Cc1ccccc1)CC1c2sc(N)c(C(=O)OC(C)(C)C)c2CCN1C(C)c1ccccc1. RXN SMILES: [BH4-:36].[C:1]([CH3:2])([CH3:3])([CH3:4])[O:5][C:6](=[O:7])[c:8]1[c:9]([NH2:27])[s:10][c:11]2[c:16]1[CH2:15][CH2:14][N:13]([CH:17]([CH3:18])[c:19]1[cH:20][cH:21][cH:22][cH:23][cH:24]1)[CH:12]2[CH2:25][NH2:26].[C:51](=[O:52])([OH:53])[O-:54].[CH3:47][C:48]([Cl:49])=[O:50].[CH3:56][CH2:57][OH:58].[CH:28](=[O:29])[c:30]1[cH:31][cH:32][cH:33][cH:34][cH:35]1.[CH:38]([N:39]([CH:40]([CH3:41])[CH3:42])[CH2:43][CH3:44])([CH3:45])[CH3:46].[Cl:59][CH2:60][Cl:61].[Na+:37].[Na+:55]>>[C:1]([CH3:2])([CH3:3])([CH3:4])[O:5][C:6](=[O:7])[c:8]1[c:9]([NH2:27])[s:10][c:11]2[c:16]1[CH2:15][CH2:14][N:13]([CH:17]([CH3:18])[c:19]1[cH:20][cH:21][cH:22][cH:23][cH:24]1)[CH:12]2[CH2:25][N:26]([CH2:28][c:30]1[cH:31][cH:32][cH:33][cH:34][cH:35]1)[C:48]([CH3:47])=[O:50]. The reactants are CC(C)C(C)(C#N)N1C(=O)c2cccnc2C1=O, O=S(=O)(O)O. The product is CC(C)C(C)(C(N)=O)N1C(=O)c2cccnc2C1=O. RXN SMILES: [CH:1]([CH3:2])([CH3:3])[C:4]([C:5]#[N:6])([N:7]1[C:8](=[O:17])[c:9]2[n:10][cH:11][cH:12][cH:13][c:14]2[C:15]1=[O:16])[CH3:18].[S:19]([OH:20])(=[O:21])(=[O:22])[OH:23]>>[CH:1]([CH3:2])([CH3:3])[C:4]([C:5]([NH2:6])=[O:20])([N:7]1[C:8](=[O:17])[c:9]2[n:10][cH:11][cH:12][cH:13][c:14]2[C:15]1=[O:16])[CH3:18]. Reactants: BrC=1C(=CC=C2C=C(C=C(C12)C#N)C1=CC=C(C=C1)OC)O (8-bromo-7-hydroxy-3-(4-methoxyphenyl)-1-naphthonitrile), CC(C)N(CCNC(=O)C1=CSC(=N1)NC(=O)C2=CC(=C(C=C2O)OC)OC)C(C)C.Cl (z338), B(Br)(Br)Br (boron tribromide), ( d ). The product is BrC=1C(=CC=C2C=C(C=C(C12)C#N)C1=CC=C(C=C1)O)O (8-Bromo-7-hydroxy-3-(4-hydroxyphenyl)-1-naphthonitrile). RXN SMILES: [Br:1][C:2]1[C:3]([OH:22])=[CH:4][CH:5]=[C:6]2[C:11]=1[C:10]([C:12]#[N:13])=[CH:9][C:8]([C:14]1[CH:19]=[CH:18][C:17]([O:20]C)=[CH:16][CH:15]=1)=[CH:7]2.B(Br)(Br)Br.CC(N(C(C)C)CCNC(C1N=C(NC(C2C(O)=CC(OC)=C(OC)C=2)=O)SC=1)=O)C.Cl>>[Br:1][C:2]1[C:3]([OH:22])=[CH:4][CH:5]=[C:6]2[C:11]=1[C:10]([C:12]#[N:13])=[CH:9][C:8]([C:14]1[CH:19]=[CH:18][C:17]([OH:20])=[CH:16][CH:15]=1)=[CH:7]2 |f:2.3|. Reported procedure: The title compound was prepared by reacting 8-bromo-7-hydroxy-3-(4-methoxyphenyl)-1-naphthonitrile (0.13 g, 0.37 mmol) with boron tribromide (1.1 mL of 1 N solution, 1.1 mmol) according to method D to yield 0.050 g (40%) of an off white solid: mp 204-208° C.(d); 1H NMR (DMSO-d6): δ 6.90 (2H, d, J=8.30 Hz), 7.41 (1H, d, J=8.79 Hz), 7.72 (2H, d, J=8.79 Hz), 8.02 (1H, d, J=9.23 Hz), 8.37 (1H, d, J=1.95 Hz), 8.47 (1H, d, J=2.44 Hz), 9.72 (1H, s), 11.16 (1H, s); MS (ESI) m/z338/340 (M−H).Anal. for C1... The reactants are BrCc1ccccn1 (2Pyridyl), CC(C)(C)OC(=O)N1CCN(CC1)c2ccc(NC(=O)c3oc(cc3)c4ccc(Cl)cc4)cc2 (p-Cl Core). The reagents and catalysts are O=S(=O)(O)O (H2SO4), CCN=P(N=P(N(C)C)(N(C)C)N(C)C)(N(C)C)N(C)C (P2-Et). Solvent: COCCOCCOC (diglyme), CN(C)C=O (DMF), CN(C)C=O (DMF), CN(C)C=O (DMF). Run at temperature 23 celsius, time 20 hour. Yields the product Clc1ccc(cc1)c2oc(cc2)C(=O)N(Cc3ccncc3)c4ccc(cc4)N5CCNCC5 (MK2_Alk_07), CC(C)(C)OC(=O)N1CCN(CC1)c2ccc(NC(=O)c3oc(cc3)c4ccc(Cl)cc4)cc2 (p-Cl Core), CC(C)(C)OC(=O)N1CCN(CC1)c2ccc(NC(=O)c3oc(cc3)c4ccc(Cl)cc4)cc2 (MK2_Core_Cl). Isolated yield 105.0%. The solvent is C(C)O (ethanol), O (water). Reported procedure: In 2 ml of ethanol was dissolved 160 mg of ethyl 3-(2,4-difluorophenyl)-2,2-difluoro-3-hydroxy-4-(1H-1,2,4-triazol-1-yl)butyrate. To the resulting solution was added 2 ml of a 1N aqueous sodium hydroxide solution at 0°-5° C. The mixture was subjected to reaction at the same temperature for 10 minutes. The reaction mixture was introduced into a mixed solvent consisting of 10 ml of ethyl acetate and 5 ml of water. The resulting solution was adjusted to pH 2.0 with 6N hydrochloric acid. The organic... The product is FC1=C(C=CC(=C1)F)C(C(C(=O)O)(F)F)(CN1N=CN=C1)O (3-(2,4-difluorophenyl)-2,2-difluoro-3-hydroxy-4-(1H-1,2,4-triazol-1-yl)butyric acid). The yield is 68.0%. Reaction SMILES: [F:1][C:2]1[CH:7]=[C:6]([F:8])[CH:5]=[CH:4][C:3]=1[C:9]([OH:24])([CH2:18][N:19]1[CH:23]=[N:22][CH:21]=[N:20]1)[C:10]([F:17])([F:16])[C:11]([O:13]CC)=[O:12].[OH-].[Na+].C(OCC)(=O)C.Cl>C(O)C.O>[F:1][C:2]1[CH:7]=[C:6]([F:8])[CH:5]=[CH:4][C:3]=1[C:9]([OH:24])([CH2:18][N:19]1[CH:23]=[N:22][CH:21]=[N:20]1)[C:10]([F:16])([F:17])[C:11]([OH:13])=[O:12] |f:1.2|. Reactants: FC1=C(C=CC(=C1)F)C(C(C(=O)OCC)(F)F)(CN1N=CN=C1)O (ethyl 3-(2,4-difluorophenyl)-2,2-difluoro-3-hydroxy-4-(1H-1,2,4-triazol-1-yl)butyrate), Cl (hydrochloric acid), [OH-].[Na+] (sodium hydroxide), C(C)(=O)OCC (ethyl acetate). The reactants are BrC1=CC(=C(NC)C=C1)[N+](=O)[O-] (4-bromo-N-methyl-2-nitroaniline), Cl (hydrochloric acid), C([O-])([O-])=O.[K+].[K+] (potassium carbonate). The reagents and catalysts are [Fe] (iron). Run in C(C)O (ethanol), CO (methanol), C(C)(=O)OCC (ethyl acetate), C(C)O (ethanol). The product is BrC=1C=C(C(=CC1)NC)N (4-bromo-N1-methylbenzene-1,2-diamine). RXN SMILES: Cl.[Br:2][C:3]1[CH:10]=[CH:9][C:6]([NH:7][CH3:8])=[C:5]([N+:11]([O-])=O)[CH:4]=1.C(=O)([O-])[O-].[K+].[K+]>C(O)C.CO.C(OCC)(=O)C.[Fe]>[Br:2][C:3]1[CH:4]=[C:5]([NH2:11])[C:6]([NH:7][CH3:8])=[CH:9][CH:10]=1 |f:2.3.4|. Procedure details: A mixture of iron (5.88 g, 105 mmol), ethanol (16 mL) and 2 M hydrochloric acid (3.1 mL) was sparged with nitrogen for 10 min, then heated to reflux. A solution of 4-bromo-N-methyl-2-nitroaniline (1.43 g, 6.19 mmol) in ethanol (14 mL), methanol (3 mL) and ethyl acetate (2 mL) was added to the hot mixture and the reaction stirred at reflux for 1 h. After this time, the reaction was cooled to room temperature and adjusted to pH 8-9 with potassium carbonate (˜850 mg). The mixture was filtered throu...